Dataset: the Open Reaction Database (ORD), a public repository of structured organic reaction records. Task: describe an organic reaction: reactants, conditions, products, and yield The reactants are ester, COC(C1=C(C=CC(=C1)C=1SC=C(N1)C1=CC(=C(C=C1)Cl)Cl)Br)=O (2-bromo-5-[4-(3,4-dichloro-phenyl)-thiazol-2-yl]-benzoic acid methyl ester), COC(C1=C(C=CC(=C1)C=1SC=C(N1)C1=CC(=C(C=C1)Cl)Cl)Br)=O (2-bromo-5-[4-(3,4-dichloro-phenyl)-thiazol-2-yl]-benzoic acid methyl ester), ClC1=C(C=C(C=C1Cl)Cl)B(O)O (2,3,5-trichlorophenylboronic acid). Yields the product ClC1=C(C=C(C=C1Cl)Cl)C=1C(=CC(=CC1)C=1SC=C(N1)C1=CC(=C(C=C1)Cl)Cl)C(=O)O (2′,3′,5′-trichloro-4-[4-(3,4-dichloro-phenyl)-thiazol-2-yl]-biphenyl-2-carboxylic acid). Yield: 1.9%. As a reaction SMILES: C[O:2][C:3](=[O:24])[C:4]1[CH:9]=[C:8]([C:10]2[S:11][CH:12]=[C:13]([C:15]3[CH:20]=[CH:19][C:18]([Cl:21])=[C:17]([Cl:22])[CH:16]=3)[N:14]=2)[CH:7]=[CH:6][C:5]=1Br.[Cl:25][C:26]1[C:31]([Cl:32])=[CH:30][C:29]([Cl:33])=[CH:28][C:27]=1B(O)O>>[Cl:25][C:26]1[C:31]([Cl:32])=[CH:30][C:29]([Cl:33])=[CH:28][C:27]=1[C:5]1[C:4]([C:3]([OH:24])=[O:2])=[CH:9][C:8]([C:10]2[S:11][CH:12]=[C:13]([C:15]3[CH:20]=[CH:19][C:18]([Cl:21])=[C:17]([Cl:22])[CH:16]=3)[N:14]=2)=[CH:7][CH:6]=1. Procedure: Using the conditions of General Procedure A for Suzuki Coupling and Hydrolysis in Parallel Mode, 2-bromo-5-[4-(3,4-dichloro-phenyl)-thiazol-2-yl]-benzoic acid methyl ester (which may be prepared as described for Intermediate 6; 111 mg, 0.25 mmol) was reacted with 2,3,5-trichlorophenylboronic acid (available from Alfa Aesar; 113 mg, 0.5 mmol). The resulting ester was hydrolyzed and the acid was purified to give 2′,3′,5′-trichloro-4-[4-(3,4-dichloro-phenyl)-thiazol-2-yl]-biphenyl-2-carboxylic acid... The reactants are Intermediate 6, BrC1=C(N=C(S1)C)C1=CC=C(C=C1)[N+](=O)[O-] (5-bromo-2-methyl-4-(4-nitrophenyl)-1,3-thiazole), CC1=CC=C(C=C1)S(=O)(=O)N1C=CC=2C1=NC=CC2B2OC(C(O2)(C)C)(C)C ([(4-methylphenyl)sulfonyl]-4-(4,4,5,5-tetramethyl-1,3,2-dioxaborolan-2-yl)-1H-pyrrolo[2,3-b]pyridine). Product: CC=1SC(=C(N1)C1=CC=C(C=C1)[N+](=O)[O-])C1=C2C(=NC=C1)N(C=C2)S(=O)(=O)C2=CC=C(C=C2)C (4-[2-methyl-4-(4-nitrophenyl)-1,3-thiazol-5-yl]-1-[(4-methylphenyl)sulfonyl]-1H-pyrrolo[2,3-b]pyridine). Reaction SMILES: Br[C:2]1[S:6][C:5]([CH3:7])=[N:4][C:3]=1[C:8]1[CH:13]=[CH:12][C:11]([N+:14]([O-:16])=[O:15])=[CH:10][CH:9]=1.[CH3:17][C:18]1[CH:23]=[CH:22][C:21]([S:24]([N:27]2[C:31]3=[N:32][CH:33]=[CH:34][C:35](B4OC(C)(C)C(C)(C)O4)=[C:30]3[CH:29]=[CH:28]2)(=[O:26])=[O:25])=[CH:20][CH:19]=1>>[CH3:7][C:5]1[S:6][C:2]([C:35]2[CH:34]=[CH:33][N:32]=[C:31]3[N:27]([S:24]([C:21]4[CH:22]=[CH:23][C:18]([CH3:17])=[CH:19][CH:20]=4)(=[O:25])=[O:26])[CH:28]=[CH:29][C:30]=23)=[C:3]([C:8]2[CH:13]=[CH:12][C:11]([N+:14]([O-:16])=[O:15])=[CH:10][CH:9]=2)[N:4]=1. Procedure: Following the procedure described for Intermediate 6 with 5-bromo-2-methyl-4-(4-nitrophenyl)-1,3-thiazole and [(4-methylphenyl)sulfonyl]-4-(4,4,5,5-tetramethyl-1,3,2-dioxaborolan-2-yl)-1H-pyrrolo[2,3-b]pyridine provided title compound. ESMS [M+H]+: 491.2 Procedure: A solution of 5.5 g of N-cyano-N'-(1,2,3,4-tetrahydro-7-methoxy-1-naphthyl)-S-methylisothiourea and 10 ml of 70 percent aqueous ethylamine in 100 ml of ethanol was heated at reflux for 37 hours. The solvent was removed by evaporation in vacuo, and the residue was chromatographed on silica gel, using ethyl acetate as eluent. The ethyl acetate was removed from the eluate by evaporation in vacuo, and the residue was crystallized from toluene to give N"-cyano-N-ethyl-N'-(1,2,3,4-tetrahydro-7-methoxy... Run in C(C)O (ethanol). Product: C(#N)N=C(NCC)NC1CCCC2=CC=C(C=C12)OC (N"-cyano-N-ethyl-N'-(1,2,3,4-tetrahydro-7-methoxy-1-naphthyl)guanidine). RXN SMILES: [C:1]([NH:3][C:4](=[N:7][CH:8]1[C:17]2[C:12](=[CH:13][CH:14]=[C:15]([O:18][CH3:19])[CH:16]=2)[CH2:11][CH2:10][CH2:9]1)SC)#[N:2].[CH2:20]([NH2:22])[CH3:21]>C(O)C>[C:1]([N:3]=[C:4]([NH:7][CH:8]1[C:17]2[C:12](=[CH:13][CH:14]=[C:15]([O:18][CH3:19])[CH:16]=2)[CH2:11][CH2:10][CH2:9]1)[NH:22][CH2:20][CH3:21])#[N:2]. Starting materials: C(#N)NC(SC)=NC1CCCC2=CC=C(C=C12)OC (N-cyano-N'-(1,2,3,4-tetrahydro-7-methoxy-1-naphthyl)-S-methylisothiourea), C(C)N (ethylamine). Starting materials: CCCCS(=O)c1nc(C)co1, CN(C)CCN(C)C, CCC(C)NC(=O)C(C)C, O, O=S1(=O)CCCC1. The product is CCC(C)N(C(=O)C(C)C)c1nc(C)co1. As a reaction SMILES: [CH2:19]([S:20](=[O:21])[c:25]1[o:26][cH:27][c:28]([CH3:30])[n:29]1)[CH2:22][CH2:23][CH3:24].[CH3:11][N:12]([CH3:13])[CH2:14][CH2:15][N:16]([CH3:17])[CH3:18].[CH:1]([CH3:2])([CH2:3][CH3:4])[NH:5][C:6]([CH:7]([CH3:8])[CH3:9])=[O:10].[OH2:31].[S:32]1(=[O:37])(=[O:38])[CH2:33][CH2:34][CH2:35][CH2:36]1>>[CH:1]([CH3:2])([CH2:3][CH3:4])[N:5]([C:6]([CH:7]([CH3:8])[CH3:9])=[O:10])[c:25]1[o:26][cH:27][c:28]([CH3:30])[n:29]1. Starting materials: COC([C@H](N(CC=1C=NC=CC1)P(=O)(C1=CC=CC=C1)C)CC(C)C)=O (N-((R/S)-methylphenyl-phosphinyl)-N-(3-picolyl) D-leucine methyl ester), NO[K] (NH2OK), Cl (HCl). Conditions: time 16 hour. Product: ONC([C@@H](CC(C)C)N(CC=1C=NC=CC1)P(=O)(C1=CC=CC=C1)C)=O (N-hydroxy-2(R)-[[(R/S)-methylphenylphosphinyl]3-picolylamino]-4-methylpentanamide). Reaction SMILES: CO[C:3](=[O:26])[C@@H:4]([CH2:22][CH:23]([CH3:25])[CH3:24])[N:5]([P:13]([CH3:21])([C:15]1[CH:20]=[CH:19][CH:18]=[CH:17][CH:16]=1)=[O:14])[CH2:6][C:7]1[CH:8]=[N:9][CH:10]=[CH:11][CH:12]=1.Cl.[NH2:28][O:29][K]>>[OH:29][NH:28][C:3](=[O:26])[C@H:4]([N:5]([P:13]([CH3:21])([C:15]1[CH:20]=[CH:19][CH:18]=[CH:17][CH:16]=1)=[O:14])[CH2:6][C:7]1[CH:8]=[N:9][CH:10]=[CH:11][CH:12]=1)[CH2:22][CH:23]([CH3:25])[CH3:24]. Procedure details: Methylphenylphosphinic chloride (12.23 g, 70 mmol) is taken up in dichloromethane (100 mL) and cooled to 0° C. To this is added a solution of N-(3-picolyl) D-leucine methyl ester (15.5 g, 65.6 mmol) and N-methyl morpholine (19.24 mL, 175 mmol) in dichloromethane (100 mL). A catalytic amount of 4-dimethylaminopyridine is added and the reaction stirs for 16 hours at room temperature. More methylphenylphosphinic chloride is added (2 g, 11.46 mmol). The reaction continues to stir for 24 hours until ... The reactants are CC(=O)C1=C(C)Nc2cc[nH]c(=O)c2C1c1cccc2c(=O)cc(C)oc12, C1CCOC1, CO, CCCOS(=O)(=O)OCCC. Yields the product CCCOc1nccc2c1C(c1cccc3c(=O)cc(C)oc13)C(C(C)=O)=C(C)N2. RXN SMILES: [C:1]([CH3:2])(=[O:3])[C:4]1=[C:5]([CH3:27])[NH:6][c:7]2[cH:8][cH:9][nH:10][c:11](=[O:26])[c:12]2[CH:13]1[c:14]1[cH:15][cH:16][cH:17][c:18]2[c:19](=[O:25])[cH:20][c:21]([CH3:24])[o:22][c:23]12.[CH2:41]1[O:42][CH2:43][CH2:44][CH2:45]1.[CH3:39][OH:40].[S:28]([O:29][CH2:30][CH2:31][CH3:35])([O:36][CH2:32][CH2:33][CH3:34])(=[O:37])=[O:38]>>[C:1]([CH3:2])(=[O:3])[C:4]1=[C:5]([CH3:27])[NH:6][c:7]2[cH:8][cH:9][n:10][c:11]([O:26][CH2:32][CH2:33][CH3:34])[c:12]2[CH:13]1[c:14]1[cH:15][cH:16][cH:17][c:18]2[c:19](=[O:25])[cH:20][c:21]([CH3:24])[o:22][c:23]12.